describe an organic reaction: reactants, conditions, products, and yield From a dataset of the Open Reaction Database (ORD), a public repository of structured organic reaction records. The reactants are S1C2=C(C=C1)C(=CC=C2)C#N (benzo[b]thiophene-4-carbonitrile), C(C)[Mg]Cl (ethylmagnesium chloride), CCOCC (ether), Cl (hydrochloric acid), ice. Reaction conditions: time 30 minute. Product: S1C2=C(C=C1)C(=CC=C2)C(CC)=O (1-(benzo[b]thiophen-4-yl)propan-1-one). As a reaction SMILES: [S:1]1[CH:5]=[CH:4][C:3]2[C:6]([C:10]#N)=[CH:7][CH:8]=[CH:9][C:2]1=2.[CH2:12]([Mg]Cl)[CH3:13].Cl.CC[O:19]CC>>[S:1]1[CH:5]=[CH:4][C:3]2[C:6]([C:10](=[O:19])[CH2:12][CH3:13])=[CH:7][CH:8]=[CH:9][C:2]1=2. Procedure details: A solution of benzo[b]thiophene-4-carbonitrile (24.2 g) in ether (200 ml) was added under nitrogen over 10 minutes to ethylmagnesium chloride (2M solution in ether; 250 ml), then the stirred mixture was heated under reflux for 1 hour, cooled to ambient temperature and poured into crushed ice (100 ml). The mixture was stirred for 30 minutes, then 5M hydrochloric acid (250 ml) was added. The acidic layer was separated, heated to 90° C. for 20 minutes, then allowed to cool to ambient temperature. T... The reactants are CCCc1c2c(c(OC)c3c(=O)cc(C(=O)OC)oc13)CCCC2, CC(C)=O, O=[Cr](=O)=O, O, O=S(=O)(O)O. The product is CCCc1c2c(c(OC)c3c(=O)cc(C(=O)OC)oc13)CCCC2=O. As a reaction SMILES: [CH3:1][O:2][c:3]1[c:4]2[c:9]([c:10]([CH2:22][CH2:23][CH3:24])[c:11]3[o:12][c:13]([C:18](=[O:19])[O:20][CH3:21])[cH:14][c:15](=[O:17])[c:16]13)[CH2:8][CH2:7][CH2:6][CH2:5]2.[CH3:29][C:30](=[O:31])[CH3:32].[O:25]=[Cr:26](=[O:27])=[O:28].[OH2:33].[S:34](=[O:35])(=[O:36])([OH:37])[OH:38]>>[CH3:1][O:2][c:3]1[c:4]2[c:9]([c:10]([CH2:22][CH2:23][CH3:24])[c:11]3[o:12][c:13]([C:18](=[O:19])[O:20][CH3:21])[cH:14][c:15](=[O:17])[c:16]13)[C:8](=[O:25])[CH2:7][CH2:6][CH2:5]2. Reactants: Cl.ClCC(C1NCCC2=CC(=C(C=C12)OCC)OCC)CCl (1-[bis(chloromethyl)-methyl]-6,7-diethoxy-1,2,3,4-tetrahydroisoquinoline hydrochloride). Run in C(C)O.CCOCC (ethanol ether). Yields the product Cl.ClCC1CN2C1C1=CC(=C(C=C1CC2)OCC)OCC (chloromethyl-7,8-diethoxy-1,4,5,9b-tetrahydro-2H-azeto[2,1-a]isoquinoline hydrochloride). Isolated yield 75.0%. Reaction SMILES: Cl.[Cl:2][CH2:3][CH:4]([CH2:21]Cl)[CH:5]1[C:14]2[C:9](=[CH:10][C:11]([O:18][CH2:19][CH3:20])=[C:12]([O:15][CH2:16][CH3:17])[CH:13]=2)[CH2:8][CH2:7][NH:6]1>C(O)C.CCOCC>[ClH:2].[Cl:2][CH2:3][CH:4]1[CH:5]2[C:14]3[C:9]([CH2:8][CH2:7][N:6]2[CH2:21]1)=[CH:10][C:11]([O:18][CH2:19][CH3:20])=[C:12]([O:15][CH2:16][CH3:17])[CH:13]=3 |f:0.1,2.3,4.5|. Procedure details: Following the procedure described in Example 2 but using 1-[bis(chloromethyl)-methyl]-6,7-diethoxy-1,2,3,4-tetrahydroisoquinoline hydrochloride as a starting material, the aimed compound is obtained with a melting point of 130° to 131° C. (ethanol/ether).